The task is: describe an organic reaction: reactants, conditions, products, and yield. This data is from the Open Reaction Database (ORD), a public repository of structured organic reaction records. The reactants are ClCCCCCNC1=C(C(=NC(=C1[N+](=O)[O-])OC1=CC=CC=C1)C)C (N-(5-chloropentyl)-2,3-dimethyl-5-nitro-6-phenoxypyridin-4-amine). Reagents/catalysts: [Pt] (platinum on carbon). The solvent is C1(=CC=CC=C1)C (toluene), C1(=CC=CC=C1)C (toluene). Conditions: time 8 hour. Product: ClCCCCCNC1=C(C(=NC(=C1C)C)OC1=CC=CC=C1)N (N4-(5-chloropentyl)-5,6-dimethyl-2-phenoxypyridine-3,4-diamine). Yield: 88.0%. RXN SMILES: [Cl:1][CH2:2][CH2:3][CH2:4][CH2:5][CH2:6][NH:7][C:8]1[C:13]([N+:14]([O-])=O)=[C:12]([O:17][C:18]2[CH:23]=[CH:22][CH:21]=[CH:20][CH:19]=2)[N:11]=[C:10]([CH3:24])[C:9]=1[CH3:25]>C1(C)C=CC=CC=1.[Pt]>[Cl:1][CH2:2][CH2:3][CH2:4][CH2:5][CH2:6][NH:7][C:8]1[C:9]([CH3:25])=[C:10]([CH3:24])[N:11]=[C:12]([O:17][C:18]2[CH:19]=[CH:20][CH:21]=[CH:22][CH:23]=2)[C:13]=1[NH2:14]. Procedure details: A solution of N-(5-chloropentyl)-2,3-dimethyl-5-nitro-6-phenoxypyridin-4-amine (30.86 g, 85 mmol) in toluene (200 mL) was added to a Parr vessel containing a mixture of 5% platinum on carbon (25.24 g) and toluene (100 mL). The vessel was placed under hydrogen pressure (30 psi, 2.0×105 Pa) and allowed to shake overnight. The reaction mixture was filtered through a layer of Celite® filter aid. The filtrate was concentrated under reduced pressure to provide 24.97 g of N4-(5-chloropentyl)-5,6-dimeth... Reactants: CC(C)(C)OC(=O)NC1CCNC1, Cc1ccc(NC(=O)c2ccc(N3CCN(C(=O)OC(C)(C)C)CC3)nc2)cc1I, Cc1ccc(NC(=O)c2ccc(Cl)nc2)cc1I. The product is Cc1ccc(NC(=O)c2ccc(N3CCC(NC(=O)OC(C)(C)C)C3)nc2)cc1I. As a reaction SMILES: [C:19]([NH:20][CH:21]1[CH2:22][CH2:23][NH:24][CH2:25]1)([O:26][C:27]([CH3:28])([CH3:29])[CH3:30])=[O:31].[C:32]([CH3:33])([CH3:34])([CH3:35])[O:36][C:37](=[O:38])[N:39]1[CH2:40][CH2:41][N:42]([c:45]2[n:46][cH:47][c:48]([C:51]([NH:52][c:53]3[cH:54][c:55]([I:60])[c:56]([CH3:59])[cH:57][cH:58]3)=[O:61])[cH:49][cH:50]2)[CH2:43][CH2:44]1.[Cl:1][c:2]1[cH:3][cH:4][c:5]([C:6]([NH:7][c:8]2[cH:9][cH:10][c:11]([CH3:12])[c:13]([I:14])[cH:15]2)=[O:16])[cH:17][n:18]1>>[C:32]([CH3:33])([CH3:34])([CH3:35])[O:36][C:37](=[O:38])[NH:39][CH:40]1[CH2:41][N:42]([c:45]2[n:46][cH:47][c:48]([C:51]([NH:52][c:53]3[cH:54][c:55]([I:60])[c:56]([CH3:59])[cH:57][cH:58]3)=[O:61])[cH:49][cH:50]2)[CH2:43][CH2:44]1. Reactants: Brc1ccccc1, CC(C)(C)[PH+](c1cccc2ccccc12)C(C)(C)C, CC(C)(C)[O-], c1ccc(Nc2ccccc2)cc1, [Na+], CC(=O)[O-], CC(=O)[O-], [Pd+2], c1ccc([B-](c2ccccc2)(c2ccccc2)c2ccccc2)cc1, Cc1ccccc1C. Product: c1ccc(N(c2ccccc2)c2ccccc2)cc1. As a reaction SMILES: [Br:1][c:2]1[cH:3][cH:4][cH:5][cH:6][cH:7]1.[C:52]([PH+:53]([C:54]([CH3:55])([CH3:56])[CH3:57])[c:58]1[c:59]2[c:60]([cH:61][cH:62][cH:63][cH:64]2)[cH:65][cH:66][cH:67]1)([CH3:68])([CH3:69])[CH3:70].[CH3:21][C:22]([CH3:23])([O-:24])[CH3:25].[NH:8]([c:9]1[cH:10][cH:11][cH:12][cH:13][cH:14]1)[c:15]1[cH:16][cH:17][cH:18][cH:19][cH:20]1.[Na+:26].[O-:72][C:73]([CH3:74])=[O:75].[O-:76][C:77]([CH3:78])=[O:79].[Pd+2:71].[c:27]1([B-:28]([c:29]2[cH:30][cH:31][cH:32][cH:33][cH:34]2)([c:35]2[cH:36][cH:37][cH:38][cH:39][cH:40]2)[c:41]2[cH:42][cH:43][cH:44][cH:45][cH:46]2)[cH:47][cH:48][cH:49][cH:50][cH:51]1.[c:80]1([CH3:81])[c:82]([CH3:83])[cH:84][cH:85][cH:86][cH:87]1>>[c:2]1([N:8]([c:9]2[cH:10][cH:11][cH:12][cH:13][cH:14]2)[c:15]2[cH:16][cH:17][cH:18][cH:19][cH:20]2)[cH:3][cH:4][cH:5][cH:6][cH:7]1. Starting materials: C(C)OC(OCC)OCC (triethylorthoformate), COC1=CC=C2CC(C(C2=C1)=O)C (6-Methoxy-2-methylindanone), [OH-].[Na+] (sodium hydroxide). Solvent: CCOCC (ether), C(C)O (ethanol). Conditions: time 72 hour. Yields the product CC=1CC2=CC=C(C=C2C1OCC)OC (2-methyl-3-ethoxy-5-methoxyindene). RXN SMILES: [CH3:1][O:2][C:3]1[CH:11]=[C:10]2[C:6]([CH2:7][CH:8]([CH3:13])[C:9]2=[O:12])=[CH:5][CH:4]=1.[CH2:14](OC(OCC)OCC)[CH3:15].[OH-].[Na+]>C(O)C.CCOCC>[CH3:13][C:8]1[CH2:7][C:6]2[C:10]([C:9]=1[O:12][CH2:14][CH3:15])=[CH:11][C:3]([O:2][CH3:1])=[CH:4][CH:5]=2 |f:2.3|. Procedure details: 6-Methoxy-2-methylindanone [1.76 g (0.01 mole)] is dissolved in 6.5 ml of absolute ethanol (containing 20% anhydrous ether). This solution is stirred with 2.4 g (0.016 mole) of triethylorthoformate and a drop of redistilled BF3C2H5O C2H5 for about 72 hours. The reaction mixture is diluted with ether, poured slowly into 8.1 ml of 5.0% sodium hydroxide solution with crushed ice with stirring. Two layers separate and the organic layer is washed with cold water until neutral followed by saturated so... Starting materials: OC1(CCN(CC1)C(=O)OC(C)(C)C)C1=CC2=CC=CC=C2C(=C1)CO (tert-butyl 4-hydroxy-4-[4-(hydroxymethyl)-2-naphthyl]piperidine-1-carboxylate), N1=CC=CC=C1 (pyridine), CC(=O)OI1(C=2C=CC=CC2C(=O)O1)(OC(=O)C)OC(=O)C (Dess-Martin periodinane). Solvent: C([O-])(O)=O.[Na+] (sodium bicarbonate), ClCCl (dichloromethane). Yields the product C(=O)C1=CC(=CC2=CC=CC=C12)C1(CCN(CC1)C(=O)OC(C)(C)C)O (tert-Butyl 4-(4-formyl-2-naphthyl)-4-hydroxypiperidine-1-carboxylate). As a reaction SMILES: [OH:1][C:2]1([C:15]2[CH:24]=[C:23]([CH2:25][OH:26])[C:22]3[C:17](=[CH:18][CH:19]=[CH:20][CH:21]=3)[CH:16]=2)[CH2:7][CH2:6][N:5]([C:8]([O:10][C:11]([CH3:14])([CH3:13])[CH3:12])=[O:9])[CH2:4][CH2:3]1.N1C=CC=CC=1.CC(OI1(OC(C)=O)(OC(C)=O)OC(=O)C2C=CC=CC1=2)=O>ClCCl.C(=O)(O)[O-].[Na+]>[CH:25]([C:23]1[C:22]2[C:17](=[CH:18][CH:19]=[CH:20][CH:21]=2)[CH:16]=[C:15]([C:2]2([OH:1])[CH2:7][CH2:6][N:5]([C:8]([O:10][C:11]([CH3:13])([CH3:12])[CH3:14])=[O:9])[CH2:4][CH2:3]2)[CH:24]=1)=[O:26] |f:4.5|. Procedure: To a solution of 1.0 g (2.8 mmol) of tert-butyl 4-hydroxy-4-[4-(hydroxymethyl)-2-naphthyl]piperidine-1-carboxylate in 10 mL of anhydrous dichloromethane under an atmosphere of nitrogen was added 0.34 mL (4.2 mmol) of pyridine then 1.9 g (4.5 mmol) of Dess-Martin periodinane and the resulting solution was stirred at ambient temperature for 2 h. The mixture was diluted with a saturated aqueous sodium bicarbonate solution (5 mL), the layers were separated and the aqueous phase extracted with dichlo... Reported procedure: For example, with 3,4-dihydro-6-methoxy-1-naphthalenone as the ketone and methyl 2-phenylaminonicotinate as the arylaminonicotinate, the 1,3-diketone,3,4-dihydro-6-methoxy-2-[[2-(phenylamino)-3-pyridinyl]-carbonyl]-1(2H)-napthalenone, results from the process of Example 8. To cyclize, reflux 9 g of the diketone in 400 ml of toluene containing a catalytic amount of p-toluenesulfonic acid. Collect the evolved water in a Dean-Stark trap. Remove the heat after 21/2 hours and allow the mixture to sta... Product: COC1=CC=2CCC3=C(N(C4=NC=CC=C4C3=O)C3=CC=CC=C3)C2C=C1 (5,6-dihydro-3-methoxy-12-phenylnaphtho[1,2-b][1,8]naphthyridin-7(12H)-one). As a reaction SMILES: [CH3:1][O:2][C:3]1[CH:4]=[C:5]2[C:10](=[CH:11][CH:12]=1)[C:9](=O)[CH2:8][CH2:7][CH2:6]2.[C:14]1([NH:20][C:21]2[N:30]=[CH:29][CH:28]=[CH:27][C:22]=2[C:23](OC)=[O:24])[CH:19]=[CH:18][CH:17]=[CH:16][CH:15]=1.C1(C)C=CC(S(O)(=O)=O)=CC=1>C1(C)C=CC=CC=1>[CH3:1][O:2][C:3]1[CH:12]=[CH:11][C:10]2[C:9]3[N:20]([C:14]4[CH:15]=[CH:16][CH:17]=[CH:18][CH:19]=4)[C:21]4[C:22]([C:23](=[O:24])[C:8]=3[CH2:7][CH2:6][C:5]=2[CH:4]=1)=[CH:27][CH:28]=[CH:29][N:30]=4. Run at time 8 hour. The solvent is C1(=CC=CC=C1)C (toluene). Reactants: COC=1C=C2CCCC(C2=CC1)=O (3,4-dihydro-6-methoxy-1-naphthalenone), arylaminonicotinate, diketone, C1(=CC=C(C=C1)S(=O)(=O)O)C (p-toluenesulfonic acid), ketone, C1(=CC=CC=C1)NC1=C(C(=O)OC)C=CC=N1 (methyl 2-phenylaminonicotinate), 1,3-diketone,3,4-dihydro-6-methoxy-2-[[2-(phenylamino)-3-pyridinyl]-carbonyl]-1(2H)-napthalenone.